From a dataset of the Open Reaction Database (ORD), a public repository of structured organic reaction records. describe an organic reaction: reactants, conditions, products, and yield The reactants are ClC1=C(C=C(C=C1NC1=NN2C(C(=N1)NCC)=NC=C2C#N)C#N)N2CC([C@@H](CC2)NC(OC)=O)=O ((R)-methyl (1-(2-chloro-5-cyano-3-((7-cyano-4-(ethylamino)imidazo[2,1-f][1,2,4]triazin-2-yl)amino)phenyl)-3-oxopiperidin-4-yl)carbamate), C(C)(=O)O (Acetic acid), C=O (Formaldehyde), C(#N)[BH3-].[Na+] (sodium cyanoborohydride), C(C)(=O)O (acetic acid), O1CC(C1)N (oxetan-3-amine), C(OC)(OC)OC (trimethyl orthoformate), C(#N)[BH3-].[Na+] (sodium cyanoborohydride). Solvent: CN(C)C=O (DMF), CO (methanol). Reaction conditions: time 10 minute. Yields the product ClC1=C(C=C(C=C1NC1=NN2C(C(=N1)NCC)=NC=C2C#N)C#N)N2C[C@H]([C@@H](CC2)NC(OC)=O)N(C2COC2)C (methyl ((3R,4R)-1-(2-chloro-5-cyano-3-((7-cyano-4-(ethylamino)imidazo[2,1-f][1,2,4]triazin-2-yl)amino)phenyl)-3-(methyl(oxetan-3-yl)amino)piperidin-4-yl)carbamate), ClC1=C(C=C(C=C1NC1=NN2C(C(=N1)NCC)=NC=C2C#N)C#N)N2C[C@@H]([C@@H](CC2)NC(OC)=O)N(C2COC2)C (methyl ((3S,4R)-1-(2-chloro-5-cyano-3-((7-cyano-4-(ethylamino)imidazo[2,1-f][1,2,4]triazin-2-yl)amino)phenyl)-3-(methyl(oxetan-3-yl)amino)piperidin-4-yl)carbamate). Reaction SMILES: [Cl:1][C:2]1[C:7]([NH:8][C:9]2[N:14]=[C:13]([NH:15][CH2:16][CH3:17])[C:12]3=[N:18][CH:19]=[C:20]([C:21]#[N:22])[N:11]3[N:10]=2)=[CH:6][C:5]([C:23]#[N:24])=[CH:4][C:3]=1[N:25]1[CH2:30][CH2:29][C@@H:28]([NH:31][C:32](=[O:35])[O:33][CH3:34])[C:27](=O)[CH2:26]1.[O:37]1[CH2:40][CH:39]([NH2:41])[CH2:38]1.[CH:42](OC)(OC)OC.C(O)(=O)C.[C:53]([BH3-])#[N:54].[Na+].C=O>CN(C=O)C.CO>[Cl:1][C:2]1[C:7]([NH:8][C:9]2[N:14]=[C:13]([NH:15][CH2:16][CH3:17])[C:12]3=[N:18][CH:19]=[C:20]([C:21]#[N:22])[N:11]3[N:10]=2)=[CH:6][C:5]([C:23]#[N:24])=[CH:4][C:3]=1[N:25]1[CH2:30][CH2:29][C@@H:28]([NH:31][C:32](=[O:35])[O:33][CH3:34])[C@H:27]([N:41]([CH3:42])[CH:39]2[CH2:40][O:37][CH2:38]2)[CH2:26]1.[Cl:1][C:2]1[C:7]([NH:8][C:9]2[N:14]=[C:13]([NH:15][CH2:16][CH3:17])[C:12]3=[N:18][CH:19]=[C:20]([C:21]#[N:22])[N:11]3[N:10]=2)=[CH:6][C:5]([C:23]#[N:24])=[CH:4][C:3]=1[N:25]1[CH2:30][CH2:29][C@@H:28]([NH:31][C:32](=[O:35])[O:33][CH3:34])[C@@H:27]([N:54]([CH3:53])[CH:39]2[CH2:40][O:37][CH2:38]2)[CH2:26]1 |f:4.5|. Procedure: (R)-methyl (1-(2-chloro-5-cyano-3-((7-cyano-4-(ethylamino)imidazo[2,1-f][1,2,4]triazin-2-yl)amino)phenyl)-3-oxopiperidin-4-yl)carbamate (44 mg, 0.039 mmol) was dissolved in DMF (2.5 ml) and methanol (1 ml). oxetan-3-amine (20 μl, 0.039 mmol) and trimethyl orthoformate (0.25 ml, 2.262 mmol) were added. Acetic acid (0.05 ml, 0.873 mmol) was added drop wise until pH ˜5. The reaction mixture was stirred at room temperature for 10 minutes. sodium cyanoborohydride (21 mg, 0.334 mmol) was added and sti... The reactants are IC1=C(C=CC=C1)[N+](=O)[O-] (1-iodo-2-nitrobenzene), C(C)OP(OCC)OCC (triethylphosphite). Reagents/catalysts: CC(=O)[O-].CC(=O)[O-].[Cu+2] (Cu(II) acetate). Solvent: CCO (EtOH). Product: C(C)OP(OCC)(=O)C1=C(C=CC=C1)[N+](=O)[O-] ((2-Nitro-phenyl)-phosphonic acid diethyl ester). As a reaction SMILES: I[C:2]1[CH:7]=[CH:6][CH:5]=[CH:4][C:3]=1[N+:8]([O-:10])=[O:9].[CH2:11]([O:13][P:14]([O:18]CC)[O:15][CH2:16][CH3:17])[CH3:12]>CCO.CC([O-])=O.CC([O-])=O.[Cu+2]>[CH2:11]([O:13][P:14]([C:2]1[CH:7]=[CH:6][CH:5]=[CH:4][C:3]=1[N+:8]([O-:10])=[O:9])(=[O:18])[O:15][CH2:16][CH3:17])[CH3:12] |f:3.4.5|. Reported procedure: 3.9 g of Cu(II) acetate are added to a solution of 5 g 1-iodo-2-nitrobenzene and 5 g of triethylphosphite in 20 ml of EtOH, the mixture obtained is refluxed for 24 hours, cooled to rt and partitioned between EtOAc and half-saturated aqueous NaCl-solution. The organic layer obtained is dried, solvent is evaporeated and the evaporation residue is subjected to column chromatography (silicagel, toluene:acetonitrile=3:1). (2-Nitro-phenyl)-phosphonic acid diethyl ester is obtained in the form of an or... Reactants: O=C(c1ncc[nH]1)c1ncc[nH]1, NC1CCN(Cc2ccccc2)CC1, C1CCOC1, CC(C)Cn1ncc2cc(Oc3ccc(F)cc3)c(C(N)=O)cc21. Yields the product CC(C)Cn1ncc2cc(Oc3ccc(F)cc3)c(C(=O)NC3CCN(Cc4ccccc4)CC3)cc21. Reaction SMILES: [C:25]([c:26]1[nH:27][cH:28][cH:29][n:30]1)([c:31]1[nH:32][cH:33][cH:34][n:35]1)=[O:36].[CH2:37]([c:38]1[cH:39][cH:40][cH:41][cH:42][cH:43]1)[N:44]1[CH2:45][CH2:46][CH:47]([NH2:50])[CH2:48][CH2:49]1.[CH2:51]1[O:52][CH2:53][CH2:54][CH2:55]1.[F:1][c:2]1[cH:3][cH:4][c:5]([O:6][c:7]2[cH:8][c:9]3[cH:10][n:11][n:12]([CH2:19][CH:20]([CH3:21])[CH3:22])[c:13]3[cH:14][c:15]2[C:16](=[O:17])[NH2:18])[cH:23][cH:24]1>>[F:1][c:2]1[cH:3][cH:4][c:5]([O:6][c:7]2[cH:8][c:9]3[cH:10][n:11][n:12]([CH2:19][CH:20]([CH3:21])[CH3:22])[c:13]3[cH:14][c:15]2[C:16](=[O:17])[NH:18][CH:47]2[CH2:46][CH2:45][N:44]([CH2:37][c:38]3[cH:39][cH:40][cH:41][cH:42][cH:43]3)[CH2:49][CH2:48]2)[cH:23][cH:24]1. RXN SMILES: [CH3:12][N:13]([S:14](=[O:15])(=[O:16])[Cl:17])[CH3:18].[ClH:19].[NH2:1][c:2]1[cH:3][cH:4][c:5]([C:6](=[O:7])[O:8][CH3:9])[cH:10][cH:11]1.[cH:20]1[cH:21][cH:22][n:23][cH:24][cH:25]1>>[NH:1]([c:2]1[cH:3][cH:4][c:5]([C:6](=[O:7])[O:8][CH3:9])[cH:10][cH:11]1)[S:14]([N:13]([CH3:12])[CH3:18])(=[O:15])=[O:16]. Reactants: CN(C)S(=O)(=O)Cl, Cl, COC(=O)c1ccc(N)cc1, c1ccncc1. Yields the product COC(=O)c1ccc(NS(=O)(=O)N(C)C)cc1. Starting materials: CC(C)[O-], CC(C)O, COC(=O)c1ccc2c(C3CCCC3)cn(C)c2c1, [Li+], O. Product: CC(C)OC(=O)c1ccc2c(C3CCCC3)cn(C)c2c1. RXN SMILES: [CH3:20][CH:21]([O-:22])[CH3:23].[CH3:26][CH:27]([OH:28])[CH3:29].[CH:1]1([c:6]2[cH:7][n:8]([CH3:19])[c:9]3[cH:10][c:11]([C:15](=[O:16])[O:17][CH3:18])[cH:12][cH:13][c:14]23)[CH2:2][CH2:3][CH2:4][CH2:5]1.[Li+:24].[OH2:25]>>[CH:1]1([c:6]2[cH:7][n:8]([CH3:19])[c:9]3[cH:10][c:11]([C:15](=[O:16])[O:22][CH:21]([CH3:20])[CH3:23])[cH:12][cH:13][c:14]23)[CH2:2][CH2:3][CH2:4][CH2:5]1. Reactants: CCOC(=O)c1ccc2c(c1)CC(C)(C)C(c1cccc(NC)c1)N2, CC(=O)O, N#CO[Na], O. Product: CCOC(=O)c1ccc2c(c1)CC(C)(C)C(c1cccc(N(C)C(N)=O)c1)N2. Reaction SMILES: [CH2:1]([CH3:2])[O:3][C:4](=[O:5])[c:6]1[cH:7][c:8]2[c:13]([cH:14][cH:15]1)[NH:12][CH:11]([c:16]1[cH:17][c:18]([NH:22][CH3:23])[cH:19][cH:20][cH:21]1)[C:10]([CH3:24])([CH3:25])[CH2:9]2.[CH3:30][C:31](=[O:32])[OH:33].[Na:26][O:27][C:28]#[N:29].[OH2:34]>>[CH2:1]([CH3:2])[O:3][C:4](=[O:5])[c:6]1[cH:7][c:8]2[c:13]([cH:14][cH:15]1)[NH:12][CH:11]([c:16]1[cH:17][c:18]([N:22]([CH3:23])[C:28](=[O:27])[NH2:29])[cH:19][cH:20][cH:21]1)[C:10]([CH3:24])([CH3:25])[CH2:9]2.